Dataset: the Open Reaction Database (ORD), a public repository of structured organic reaction records. Task: describe an organic reaction: reactants, conditions, products, and yield The reactants are Cn1c(N2CCNCC2)cc(=O)n(C)c1=O, O=[N+]([O-])c1ccc(CCBr)cc1, Cn1c(NCCN)cc(=O)n(C)c1=O, O=[N+]([O-])c1ccc(CBr)cc1. The product is Cn1c(NCCNCCc2ccc([N+](=O)[O-])cc2)cc(=O)n(C)c1=O. Reaction SMILES: [CH3:12][n:13]1[c:14](=[O:27])[n:15]([CH3:26])[c:16](=[O:25])[cH:17][c:18]1[N:19]1[CH2:20][CH2:21][NH:22][CH2:23][CH2:24]1.[N+:28]([c:29]1[cH:30][cH:31][c:32]([CH2:33][CH2:34][Br:35])[cH:36][cH:37]1)([O-:38])=[O:39].[NH2:40][CH2:41][CH2:42][NH:43][c:44]1[n:45]([CH3:46])[c:47](=[O:48])[n:49]([CH3:50])[c:51](=[O:52])[cH:53]1.[O-:1][N+:2](=[O:3])[c:4]1[cH:5][cH:6][c:7]([CH2:8][Br:9])[cH:10][cH:11]1>>[O-:1][N+:2](=[O:3])[c:4]1[cH:5][cH:6][c:7]([CH2:8][CH2:23][NH:22][CH2:21][CH2:20][NH:19][c:18]2[n:13]([CH3:12])[c:14](=[O:27])[n:15]([CH3:26])[c:16](=[O:25])[cH:17]2)[cH:10][cH:11]1. The reactants are COc1cc(C2CCC(N3CCOCC3)CC2)ccc1N, COc1ccccc1-c1ccc2cnc(OS(=O)(=O)C(F)(F)F)nn12, COCC(C)O, CCN(C(C)C)C(C)C. Product: COc1cc(C2CCC(N3CCOCC3)CC2)ccc1Nc1ncc2ccc(-c3ccccc3OC)n2n1. Reaction SMILES: [CH3:1][O:2][c:3]1[c:4]([NH2:5])[cH:6][cH:7][c:8]([CH:10]2[CH2:11][CH2:12][CH:13]([N:16]3[CH2:17][CH2:18][O:19][CH2:20][CH2:21]3)[CH2:14][CH2:15]2)[cH:9]1.[CH3:22][O:23][c:24]1[c:25](-[c:30]2[cH:31][cH:32][c:33]3[cH:34][n:35][c:36]([O:39][S:40]([C:41]([F:42])([F:43])[F:44])(=[O:45])=[O:46])[n:37][n:38]23)[cH:26][cH:27][cH:28][cH:29]1.[CH3:56][O:57][CH2:58][CH:59]([OH:60])[CH3:61].[CH:47]([N:48]([CH2:49][CH3:50])[CH:51]([CH3:52])[CH3:53])([CH3:54])[CH3:55]>>[CH3:1][O:2][c:3]1[c:4]([NH:5][c:36]2[n:35][cH:34][c:33]3[cH:32][cH:31][c:30](-[c:25]4[c:24]([O:23][CH3:22])[cH:29][cH:28][cH:27][cH:26]4)[n:38]3[n:37]2)[cH:6][cH:7][c:8]([CH:10]2[CH2:11][CH2:12][CH:13]([N:16]3[CH2:17][CH2:18][O:19][CH2:20][CH2:21]3)[CH2:14][CH2:15]2)[cH:9]1. The reactants are CCC1(O)CCN(C(=O)OCc2ccccc2)C1C(C)C, O. The product is CCC1(O)CCNC1C(C)C. RXN SMILES: [CH2:1]([CH3:2])[C:3]1([OH:21])[CH:4]([CH:18]([CH3:19])[CH3:20])[N:5]([C:8]([O:9][CH2:10][c:11]2[cH:12][cH:13][cH:14][cH:15][cH:16]2)=[O:17])[CH2:6][CH2:7]1.[OH2:22]>>[CH2:1]([CH3:2])[C:3]1([OH:21])[CH:4]([CH:18]([CH3:19])[CH3:20])[NH:5][CH2:6][CH2:7]1. Yields the product COCCCN(C)c1n[nH]c2ccc(C=O)cc12. Reaction SMILES: [CH3:24][CH2:25][OH:26].[ClH:23].[O:1]1[CH:2]([c:7]2[cH:8][c:9]3[c:10]([N:16]([CH3:17])[CH2:18][CH2:19][CH2:20][O:21][CH3:22])[n:11][nH:12][c:13]3[cH:14][cH:15]2)[O:6][CH2:5][CH2:4][CH2:3]1>>[O:1]=[CH:2][c:7]1[cH:8][c:9]2[c:10]([N:16]([CH3:17])[CH2:18][CH2:19][CH2:20][O:21][CH3:22])[n:11][nH:12][c:13]2[cH:14][cH:15]1. The reactants are CCO, Cl, COCCCN(C)c1n[nH]c2ccc(C3OCCCO3)cc12. Reactants: N1CCCC1 (pyrrolidine), ClC1=CC=C(C=N1)C12CCN(CC1)C2 (4-(6-chloropyridin-3-yl)-1-azabicyclo[2.2.1]heptane), C([O-])([O-])=O.[Na+].[Na+] (sodium carbonate). Run in C1(=CC=CC=C1)C (toluene), ClCCl (dichloromethane). Run at temperature 130 celsius. Yields the product N1(CCCC1)C1=CC=C(C=N1)C12CCN(CC1)C2 (4-(6-(Pyrroldin-1-yl)pyridin-3-yl)-1-azabicyclo[2.2.1]heptane). The yield is 41.1%. RXN SMILES: [NH:1]1[CH2:5][CH2:4][CH2:3][CH2:2]1.Cl[C:7]1[N:12]=[CH:11][C:10]([C:13]23[CH2:19][N:16]([CH2:17][CH2:18]2)[CH2:15][CH2:14]3)=[CH:9][CH:8]=1.C(=O)([O-])[O-].[Na+].[Na+]>C1(C)C=CC=CC=1.ClCCl>[N:1]1([C:7]2[N:12]=[CH:11][C:10]([C:13]34[CH2:19][N:16]([CH2:15][CH2:14]3)[CH2:17][CH2:18]4)=[CH:9][CH:8]=2)[CH2:5][CH2:4][CH2:3][CH2:2]1 |f:2.3.4|. Procedure: 0.852 g (11.98 mmol) of pyrrolidine is added to a sealed tube comprising 0.060 g (0.29 mmol) of 4-(6-chloropyridin-3-yl)-1-azabicyclo[2.2.1]heptane obtained in stage 5.1 of Example 5. The mixture is heated at 130° C. for 3 hours, cooled to ambient temperature and diluted with 40 ml of toluene and the combined mixture is concentrated under reduced pressure. The residue thus obtained is diluted with 50 ml of dichloromethane and poured into 300 ml of a saturated aqueous sodium carbonate solution. T...